This data is from the Open Reaction Database (ORD), a public repository of structured organic reaction records. The task is: describe an organic reaction: reactants, conditions, products, and yield Reported procedure: A mixture of 6.13 g of 6-(2,2-difluoroethoxy)-1-(piperidin-4-yl)quinazoline-2,4(1H,3H)-dione obtained in stage 3.6 and 3.12 g of ammonium formate in 28 ml of ACN and 28 ml of dioxane is irradiated under a microwave field at 140° C. for 1 h 00. The reaction mixture is run into water. The mixture is filtered and the precipitate is washed with water and then with ether to give 4.47 g of the expected product. As a reaction SMILES: [F:1][CH:2]([F:23])[CH2:3][O:4][C:5]1[CH:6]=[C:7]2[C:12](=[CH:13][CH:14]=1)[N:11]([CH:15]1[CH2:20][CH2:19][NH:18][CH2:17][CH2:16]1)[C:10](=[O:21])[NH:9][C:8]2=[O:22].[CH:24]([O-])=[O:25].[NH4+].O>C(#N)C.O1CCOCC1>[F:23][CH:2]([F:1])[CH2:3][O:4][C:5]1[CH:6]=[C:7]2[C:12](=[CH:13][CH:14]=1)[N:11]([CH:15]1[CH2:16][CH2:17][N:18]([CH:24]=[O:25])[CH2:19][CH2:20]1)[C:10](=[O:21])[NH:9][C:8]2=[O:22] |f:1.2|. The yield is 67.1%. Starting materials: FC(COC=1C=C2C(NC(N(C2=CC1)C1CCNCC1)=O)=O)F (6-(2,2-Difluoroethoxy)-1-(piperidin-4-yl)quinazoline-2,4(1H,3H)-dione), C(=O)[O-].[NH4+] (ammonium formate), O (water). Run in C(C)#N (ACN), O1CCOCC1 (dioxane). The product is FC(COC=1C=C2C(NC(N(C2=CC1)C1CCN(CC1)C=O)=O)=O)F (4-[6-(2,2-Difluoroethoxy)-2,4-dioxo-3,4-dihydroquinazolin-1(2H)-yl]piperidine-1-carbaldehyde). The reactants are BrCc1ccc(Br)cc1, CCOC(=O)C(C)(C)Sc1nc(CCO)cs1, CC(C)(C)[O-], CN(C)C=O, [K+], O. The product is CCOC(=O)C(C)(C)Sc1nc(CCOCc2ccc(Br)cc2)cs1. RXN SMILES: [Br:18][c:19]1[cH:20][cH:21][c:22]([CH2:23][Br:24])[cH:25][cH:26]1.[CH2:1]([CH3:2])[O:3][C:4]([C:5]([CH3:6])([CH3:7])[S:8][c:9]1[s:10][cH:11][c:12]([CH2:14][CH2:15][OH:16])[n:13]1)=[O:17].[CH3:27][C:28]([CH3:29])([O-:30])[CH3:31].[CH3:34][N:35]([CH3:36])[CH:37]=[O:38].[K+:32].[OH2:33]>>[CH2:1]([CH3:2])[O:3][C:4]([C:5]([CH3:6])([CH3:7])[S:8][c:9]1[s:10][cH:11][c:12]([CH2:14][CH2:15][O:16][CH2:23][c:22]2[cH:21][cH:20][c:19]([Br:18])[cH:26][cH:25]2)[n:13]1)=[O:17].